This data is from the Open Reaction Database (ORD), a public repository of structured organic reaction records. The task is: describe an organic reaction: reactants, conditions, products, and yield The reactants are CO, COC(C=O)OC, NC1CCCCCC1. Product: COC(CNC1CCCCCC1)OC. Reaction SMILES: [CH3:16][OH:17].[CH3:9][O:10][CH:11]([CH:12]=[O:13])[O:14][CH3:15].[CH:1]1([NH2:8])[CH2:2][CH2:3][CH2:4][CH2:5][CH2:6][CH2:7]1>>[CH:1]1([NH:8][CH2:12][CH:11]([O:10][CH3:9])[O:14][CH3:15])[CH2:2][CH2:3][CH2:4][CH2:5][CH2:6][CH2:7]1. Starting materials: C(C)(C)(C)OC(N[C@H]1CN(CC1)C1=NC(=C2N=CN(C2=N1)[C@H]1[C@@H]([C@@H]([C@H](C1)N1N=C(N=N1)CC)O)O)NCC(C1=CC=C(C=C1)O)C1=CC=C(C=C1)O)=O (((R)-1-{6-[2,2-bis-(4-hydroxy-phenyl)-ethylamino]-9-[(1R,2S,3R,4S)-4-(5-ethyl-tetrazol-2-yl)-2,3-dihydroxy-cyclopentyl]-9H-purin-2-yl}-pyrrolidin-3-yl)-carbamic acid tert-butyl ester), FC(C(=O)O)(F)F.C(C1=CC=CC=C1)OC(=O)N1CCN(CC1)C1CN(CC1)C1=NC(=C2N=CN(C2=N1)[C@H]1[C@@H]([C@@H]([C@H](C1)N1N=CC(=C1)CO)O)O)NCC(C1=CC=CC=C1)C1=CC=CC=C1 (4-{1-[9-[(1R,2S,3R,4S)-2,3-Dihydroxy-4-(4-hydroxymethyl-pyrazol-1-yl)-cyclopentyl]-6-(2,2-diphenyl-ethylamino)-9H-purin-2-yl]-pyrrolidin-3-yl}-piperazine-1-carboxylic acid benzyl ester trifluoroacetate). Product: N[C@H]1CN(CC1)C1=NC(=C2N=CN(C2=N1)[C@H]1[C@@H]([C@@H]([C@H](C1)N1N=C(N=N1)CC)O)O)NCC(C1=CC=C(C=C1)O)C1=CC=C(C=C1)O ((1R,2S,3R,5S)-3-{2-((R)-3-Amino-pyrrolidin-1-yl)-6-[2,2-bis-(4-hydroxy-phenyl)-ethylamino]-purin-9-yl}-5-(5-ethyl-tetrazol-2-yl)-cyclopentane-1,2-diol). RXN SMILES: C(OC(=O)[NH:7][C@@H:8]1[CH2:12][CH2:11][N:10]([C:13]2[N:21]=[C:20]3[C:16]([N:17]=[CH:18][N:19]3[C@@H:22]3[CH2:26][C@H:25]([N:27]4[N:31]=[N:30][C:29]([CH2:32][CH3:33])=[N:28]4)[C@@H:24]([OH:34])[C@H:23]3[OH:35])=[C:15]([NH:36][CH2:37][CH:38]([C:46]3[CH:51]=[CH:50][C:49]([OH:52])=[CH:48][CH:47]=3)[C:39]3[CH:44]=[CH:43][C:42]([OH:45])=[CH:41][CH:40]=3)[N:14]=2)[CH2:9]1)(C)(C)C.FC(F)(F)C(O)=O.C(OC(N1CCN(C2CCN(C3N=C4C(N=CN4[C@@H]4C[C@H](N5C=C(CO)C=N5)[C@@H](O)[C@H]4O)=C(NCC(C4C=CC=CC=4)C4C=CC=CC=4)N=3)C2)CC1)=O)C1C=CC=CC=1>>[NH2:7][C@@H:8]1[CH2:12][CH2:11][N:10]([C:13]2[N:21]=[C:20]3[C:16]([N:17]=[CH:18][N:19]3[C@@H:22]3[CH2:26][C@H:25]([N:27]4[N:31]=[N:30][C:29]([CH2:32][CH3:33])=[N:28]4)[C@@H:24]([OH:34])[C@H:23]3[OH:35])=[C:15]([NH:36][CH2:37][CH:38]([C:39]3[CH:44]=[CH:43][C:42]([OH:45])=[CH:41][CH:40]=3)[C:46]3[CH:51]=[CH:50][C:49]([OH:52])=[CH:48][CH:47]=3)[N:14]=2)[CH2:9]1 |f:1.2|. Procedure details: This compound is prepared from ((R)-1-{6-[2,2-bis-(4-hydroxy-phenyl)-ethylamino]-9-[(1R,2S,3R,4S)-4-(5-ethyl-tetrazol-2-yl)-2,3-dihydroxy-cyclopentyl]-9H-purin-2-yl}-pyrrolidin-3-yl)-carbamic acid tert-butyl ester (first step a) using a procedure analogous to that of (1R,2S,3R,5S)-3-[2-((R)-3-Amino-pyrrolidin-1-yl)-6-(2,2-diphenyl-ethylamino)-purin-9-yl]-5-(4-hydroxymethyl-pyrazol-1-yl)-cyclopentane-1,2-diol (Intermediate FB, second step b). MS (ES+) m/e 628.30 (MH+). The reactants are 23, Cl.CNC(C)(C(=O)O)C (methyl 2-methylalanine hydrochloride), COC1=CC=C(C=C1)N1CCN(CC1)C1=CC=C(C=C1)NC(OC1=CC=CC=C1)=O (phenyl [4-[4-(4-methoxyphenyl)-1-piperazinyl]phenyl]carbamate), C(O)([O-])=O.[Na+] (sodium hydrogen carbonate), O1CCOCC1 (1,4-dioxane). Reagents/catalysts: CN(C1=CC=NC=C1)C (N,N-dimethyl-4-pyridinamine). Run in O (Water). Product: 45.33, COC1=CC=C(C=C1)N1CCN(CC1)C1=CC=C(C=C1)N1C(NC(C1=O)(C)C)=O (3-[4-[4-(4-methoxyphenyl)-1-piperazinyl]phenyl]-5,5-dimethyl-2,4-imidazolidinedione). The yield is 84.4%. As a reaction SMILES: Cl.C[NH:3][C:4]([CH3:9])([C:6](O)=[O:7])[CH3:5].[CH3:10][O:11][C:12]1[CH:17]=[CH:16][C:15]([N:18]2[CH2:23][CH2:22][N:21]([C:24]3[CH:29]=[CH:28][C:27]([NH:30][C:31](=[O:39])OC4C=CC=CC=4)=[CH:26][CH:25]=3)[CH2:20][CH2:19]2)=[CH:14][CH:13]=1.C(=O)([O-])O.[Na+].O1CCOCC1>CN(C)C1C=CN=CC=1.O>[CH3:10][O:11][C:12]1[CH:17]=[CH:16][C:15]([N:18]2[CH2:23][CH2:22][N:21]([C:24]3[CH:25]=[CH:26][C:27]([N:30]4[C:6](=[O:7])[C:4]([CH3:9])([CH3:5])[NH:3][C:31]4=[O:39])=[CH:28][CH:29]=3)[CH2:20][CH2:19]2)=[CH:14][CH:13]=1 |f:0.1,3.4|. Procedure: A mixture of 23 parts of methyl 2-methylalanine hydrochloride, 55 parts of phenyl [4-[4-(4-methoxyphenyl)-1-piperazinyl]phenyl]carbamate. 12.45 parts of sodium hydrogen carbonate, 10 parts of N,N-dimethyl-4-pyridinamine and 300 parts of 1,4-dioxane was stirred overnight at reflux temperature. Water was added till saturation. After stirring for another hour at reflux temperature, the mixture was cooled to room temperature. The product was filtered off, washed with water and 2,2'-oxybispropane and... Starting materials: COC(=O)N1CC[C@@H]2[C@](CCC[C@H]12)(C#CC=1C=C(C=CC1)C)O ((3aS,4R,7aS)-4-hydroxy-4-m-tolylethynyl-octahydro-indole-1-carboxylic acid methyl ester), CN(C)CC(=O)O (dimethylamino acetic acid). Product: COC(=O)N1CC[C@H]2[C@@](CCC[C@@H]12)(C#CC=1C=C(C=CC1)C)OC(CN(C)C)=O ((3aR,4S,7aR)-4-(2-dimethylamino-acetoxy)-4-m-tolylethynyl-octahydro-indole-1-carboxylic acid methyl ester). As a reaction SMILES: [CH3:1][O:2][C:3]([N:5]1[C@@H:13]2[C@@H:8]([C@@:9]([OH:23])([C:14]#[C:15][C:16]3[CH:17]=[C:18]([CH3:22])[CH:19]=[CH:20][CH:21]=3)[CH2:10][CH2:11][CH2:12]2)[CH2:7][CH2:6]1)=[O:4].[CH3:24][N:25]([CH2:27][C:28](O)=[O:29])[CH3:26]>>[CH3:1][O:2][C:3]([N:5]1[C@H:13]2[C@H:8]([C@:9]([O:23][C:28](=[O:29])[CH2:27][N:25]([CH3:26])[CH3:24])([C:14]#[C:15][C:16]3[CH:17]=[C:18]([CH3:22])[CH:19]=[CH:20][CH:21]=3)[CH2:10][CH2:11][CH2:12]2)[CH2:7][CH2:6]1)=[O:4]. Procedure details: Synthesis in analogy to the General Method 1 starting from (3aS,4R,7aS)-4-hydroxy-4-m-tolylethynyl-octahydro-indole-1-carboxylic acid methyl ester and dimethylamino acetic acid to yield (3aR,4S,7aR)-4-(2-dimethylamino-acetoxy)-4-m-tolylethynyl-octahydro-indole-1-carboxylic acid methyl ester. MS [M+H] 296 (ester elimination ion); Rt 4.592 min; LC-MS Method II Reactants: OC1=CC=C(OC(C(=O)OCC)C)C=C1 (ethyl 2-(4-hydroxyphenoxy)propionate), C([O-])([O-])=O.[K+].[K+] (potassium carbonate), ClC1=NC2=CC=CC=C2N=C1 (2-chloroquinoxaline). Solvent: C(C)#N (acetonitrile). The product is N1=C(C=NC2=CC=CC=C12)OC1=CC=C(OC(C(=O)OCC)C)C=C1 (Ethyl 2-[4-(2-quinoxalyloxy)phenoxy]propionate). The yield is 103.6%. Reaction SMILES: [OH:1][C:2]1[CH:15]=[CH:14][C:5]([O:6][CH:7]([CH3:13])[C:8]([O:10][CH2:11][CH3:12])=[O:9])=[CH:4][CH:3]=1.C(=O)([O-])[O-].[K+].[K+].Cl[C:23]1[CH:32]=[N:31][C:30]2[C:25](=[CH:26][CH:27]=[CH:28][CH:29]=2)[N:24]=1>C(#N)C>[N:24]1[C:25]2[C:30](=[CH:29][CH:28]=[CH:27][CH:26]=2)[N:31]=[CH:32][C:23]=1[O:1][C:2]1[CH:3]=[CH:4][C:5]([O:6][CH:7]([CH3:13])[C:8]([O:10][CH2:11][CH3:12])=[O:9])=[CH:14][CH:15]=1 |f:1.2.3|. Reported procedure: In 50 ml of acetonitrile, 2.1 g of ethyl 2-(4-hydroxyphenoxy)propionate and 1.66 g of potassium carbonate were added and the mixture was refluxed for 1 hour and then, 1.65 g of 2-chloroquinoxaline was added and the mixture was further refluxed for 30 hours. After cooling, the precipitated inorganic salt was separated by a filtration. Acetone was distilled off from the filtrate under a reduced pressure to obtain 3.5 g of the oily residue. The residue was purified by a silica gel column chromatogr... Reactants: [I-].[K+] (potassium iodide), C(CCCC)[C@@H]1CC[C@H](CC1)CBr ((trans-4-pentylcyclohexyl)bromomethane), C(CC)[C@@H]1CC[C@H](CC1)C1C=CC(CC1)O (4-(trans-4-propylcyclohexyl)-2-cyclohexene-1-ol), [H-].[Na+] (sodium hydride), resultant mixture, resultant mixture. The solvent is C1CCOC1 (THF), O (water), C1CCOC1 (THF). Product: Alcohol, C(CC)[C@@H]1CC[C@H](CC1)C1CCC(C=C1)OC[C@@H]1CC[C@H](CC1)CCCCC (6-(trans-4-propylcyclohexyl)-3-(trans-4-pentylcyclohexyl)methoxy cyclohexene). The yield is 3.6%. As a reaction SMILES: [CH2:1]([C@H:4]1[CH2:9][CH2:8][C@H:7]([CH:10]2[CH2:15][CH2:14][CH:13]([OH:16])[CH:12]=[CH:11]2)[CH2:6][CH2:5]1)[CH2:2][CH3:3].[H-].[Na+].[I-].[K+].[CH2:21]([C@H:26]1[CH2:31][CH2:30][C@H:29]([CH2:32]Br)[CH2:28][CH2:27]1)[CH2:22][CH2:23][CH2:24][CH3:25]>C1COCC1.O>[CH2:1]([C@H:4]1[CH2:5][CH2:6][C@H:7]([CH:10]2[CH:15]=[CH:14][CH:13]([O:16][CH2:32][C@H:29]3[CH2:30][CH2:31][C@H:26]([CH2:21][CH2:22][CH2:23][CH2:24][CH3:25])[CH2:27][CH2:28]3)[CH2:12][CH2:11]2)[CH2:8][CH2:9]1)[CH2:2][CH3:3] |f:1.2,3.4|. Procedure details: First Step Under a nitrogen atmosphere, 2.4 g of 4-(trans-4-propylcyclohexyl)-2-cyclohexene-1-ol (r-1) was dissolved into 50 mL of THF, 0.52 g of 60% sodium hydride was added under ice-cooling, and the resultant mixture was stirred at room temperature for 1 hour. Thereto, 2.3 g of potassium iodide and 3.2 g of (trans-4-pentylcyclohexyl)bromomethane (r-2) dissolved in 30 mL of THF were added, and the resultant mixture was stirred under heating reflux for 8 hours. The resultant reaction mixture wa... Reactants: BrC=1C2=C(SC1)C=CC=C2 (3-bromobenzo[b]thiophene), [Li]C(C)(C)C (t-BuLi), C(C)N(CCN1C(=O)C(=O)C2=C(C=CC=C12)Br)CC (1-(2-diethylaminoethyl)-4-bromoisatin), [NH4+].[Cl-] (NH4Cl). The solvent is C1CCOC1 (THF), C1CCOC1 (THF). Reaction conditions: time 30 minute. Yields the product C(C)N(CCN1C(C(C2=C(C=CC=C12)Br)(C=1C2=C(SC1)C=CC=C2)O)=O)CC (1-(2-Diethylaminoethyl)-3-hydroxy-3-(3-benzo[b]thienyl)-4-bromooxindole). Isolated yield 84.3%. As a reaction SMILES: Br[C:2]1[C:3]2[CH:10]=[CH:9][CH:8]=[CH:7][C:4]=2[S:5][CH:6]=1.[Li]C(C)(C)C.[CH2:16]([N:18]([CH2:33][CH3:34])[CH2:19][CH2:20][N:21]1[C:31]2[C:26](=[C:27]([Br:32])[CH:28]=[CH:29][CH:30]=2)[C:24](=[O:25])[C:22]1=[O:23])[CH3:17].[NH4+].[Cl-]>C1COCC1>[CH2:33]([N:18]([CH2:16][CH3:17])[CH2:19][CH2:20][N:21]1[C:31]2[C:26](=[C:27]([Br:32])[CH:28]=[CH:29][CH:30]=2)[C:24]([OH:25])([C:2]2[C:3]3[CH:10]=[CH:9][CH:8]=[CH:7][C:4]=3[S:5][CH:6]=2)[C:22]1=[O:23])[CH3:34] |f:3.4|. Procedure details: To 3-bromobenzo[b]thiophene (146.5 mg, 2.2 eq) in anhydrous THF (2 mL) at −40° C. (bath temperature) was added t-BuLi (0.40 mL, 1.70 M in pentane, 2.1 eq). The resulting light yellow coloured solution was stirred for 30 minutes, after which 1-(2-diethylaminoethyl)-4-bromoisatin (100.0 mg, 3.08×10−4 mol) in anhydrous THF (2 mL) was added. Stirring was continued at −40° C. for 9 hours. Saturated aqueous NH4Cl (1.5 mL) was added and the mixture was allowed to warm to room temperature. The mixture w...